Dataset: the Open Reaction Database (ORD), a public repository of structured organic reaction records. Task: describe an organic reaction: reactants, conditions, products, and yield Reactants: CC(C(C=1C=C(C=CC1OC)OC)O)N (methoxamine), Cl (hydrochloride), [OH-].[K+] (potassium hydroxide), CO (methanol), CSC(SC)=NC#N (dimethylcyanodithioimidocarbonate), CO (methanol), CC=1N=CNC1CSCCN (4-methyl-5-[(2-aminoethyl)thiomethyl]imidazole), CO (methanol). Solvent: O (water). Run at time 60 hour. Yields the product C(#N)NC(=NCCSCC1=C(N=CN1)C)NOC (N-Cyano-N'-methoxy-N"-[2-((4-methyl-5-imidazolyl)methylthio)ethyl]guanidine). RXN SMILES: C[CH:2]([NH2:15])C(O)C1C=C(OC)C=CC=1OC.Cl.[OH-:17].[K+].CSC(=[N:24][C:25]#[N:26])SC.[CH3:27][C:28]1[N:29]=[CH:30][NH:31][C:32]=1[CH2:33][S:34][CH2:35][CH2:36][NH2:37].[CH3:38]O>O>[C:25]([NH:24][C:2]([NH:15][O:17][CH3:38])=[N:37][CH2:36][CH2:35][S:34][CH2:33][C:32]1[NH:31][CH:30]=[N:29][C:28]=1[CH3:27])#[N:26] |f:2.3|. Procedure details: A solution of methoxamine (7.0 g), prepared from the hydrochloride and potassium hydroxide in methanol (50 ml) and water (10 ml) was added to a solution of dimethylcyanodithioimidocarbonate (7.3 g) in methanol (40 ml) and stirred at room temperature for 60 hours. A solution of 4-methyl-5-[(2-aminoethyl)thiomethyl]imidazole (8.6 g) in methanol (30 ml) was added and the resulting solution was heated under reflux for 18 hours. Concentration followed by chromatographic purification on a column of si... Starting materials: NC1=NC=NC2=C1C(=C1CCC(CN21)NC(C=C)=O)C=2C=NC1=CC=CC=C1C2 (N-(4-amino-5-(quinolin-3-yl)-6,7,8,9-tetrahydropyrimido[5,4-b]indolizin-8-yl)acrylamide). The solvent is CCCCCC.C(C)O.C(C)N(CC)CC (hexane ethanol triethylamine). Product: NC1=NC=NC2=C1C(=C1CC[C@H](CN21)NC(C=C)=O)C=2C=NC1=CC=CC=C1C2 ((R)-N-(4-amino-5-(quinolin-3-yl)-6,7,8,9-tetrahydropyrimido[5,4-b]indolizin-8-yl)acrylamide), NC1=NC=NC2=C1C(=C1CC[C@@H](CN21)NC(C=C)=O)C=2C=NC1=CC=CC=C1C2 ((S)-N-(4-amino-5-(quinolin-3-yl)-6,7,8,9-tetrahydropyrimido[5,4-b]indolizin-8-yl)acrylamide). Reaction SMILES: [NH2:1][C:2]1[C:7]2[C:8]([C:20]3[CH:21]=[N:22][C:23]4[C:28]([CH:29]=3)=[CH:27][CH:26]=[CH:25][CH:24]=4)=[C:9]3[N:14]([C:6]=2[N:5]=[CH:4][N:3]=1)[CH2:13][CH:12]([NH:15][C:16](=[O:19])[CH:17]=[CH2:18])[CH2:11][CH2:10]3>CCCCCC.C(O)C.C(N(CC)CC)C>[NH2:1][C:2]1[C:7]2[C:8]([C:20]3[CH:21]=[N:22][C:23]4[C:28]([CH:29]=3)=[CH:27][CH:26]=[CH:25][CH:24]=4)=[C:9]3[N:14]([C:6]=2[N:5]=[CH:4][N:3]=1)[CH2:13][C@H:12]([NH:15][C:16](=[O:19])[CH:17]=[CH2:18])[CH2:11][CH2:10]3.[NH2:1][C:2]1[C:7]2[C:8]([C:20]3[CH:21]=[N:22][C:23]4[C:28]([CH:29]=3)=[CH:27][CH:26]=[CH:25][CH:24]=4)=[C:9]3[N:14]([C:6]=2[N:5]=[CH:4][N:3]=1)[CH2:13][C@@H:12]([NH:15][C:16](=[O:19])[CH:17]=[CH2:18])[CH2:11][CH2:10]3 |f:1.2.3|. Procedure details: N-(4-amino-5-(quinolin-3-yl)-6,7,8,9-tetrahydropyrimido[5,4-b]indolizin-8-yl)acrylamide (197 mg) obtained in Step 12 was subjected to optical resolution using a column for optical resolution (CHIRALPAK AD-H 20 mm×250 mm, manufactured by Daicel Chemical Industries, Ltd.), mobile phase: hexane/ethanol/triethylamine, 50:50:0.1, flow rate: 10 ml/min) to obtain 72.4 mg of enantiomer A (retention time: 15.4 min, (R)-N-(4-amino-5-(quinolin-3-yl)-6,7,8,9-tetrahydropyrimido[5,4-b]indolizin-8-yl)acrylamid... The reactants are C=O (paraformaldehyde), N1CCCCC1 (piperidine), O (water), C(#N)CC(=O)OCCC[Si](C)(C)C (3-trimethylsilylpropyl 2-cyanoacetate), C=O (formaldehyde). Solvent: C(CCC)OC(C)=O (n-butylacetate). Yields the product C(#N)C(C(=O)OCCC[Si](C)(C)C)=C (3-trimethylsilylpropyl 2-cyanoacrylate), liquid. Isolated yield 37.0%. Reaction SMILES: [C:1]([CH2:3][C:4]([O:6][CH2:7][CH2:8][CH2:9][Si:10]([CH3:13])([CH3:12])[CH3:11])=[O:5])#[N:2].C=O.N1CCCC[CH2:17]1.O>C(OC(=O)C)CCC>[C:1]([C:3](=[CH2:17])[C:4]([O:6][CH2:7][CH2:8][CH2:9][Si:10]([CH3:11])([CH3:13])[CH3:12])=[O:5])#[N:2]. Procedure details: 3-trimethylsilylpropyl 2-cyanoacetate (31.84 g, 0.16 moles) prepared as described in Example 1, was added dropwise over 10 minutes to a stirred solution of paraformaldehyde (4.8 g, 0.16 moles formaldehyde) and piperidine (0.12 g) in n-butylacetate at 70° C. The mixture was heated under reflux in a Dean-Stark apparatus until the quantitative amount of water expected from formaldehyde condensation had been collected (2.8 g). The mixture was allowed to cool and phosphorous pentoxide (0.57 g), p-tol... Reactants: C(C(=O)Cl)(=O)Cl (oxalyl chloride), C=1(C(=CC=CC1)C(=O)O)C1=CC=CC=C1 (biphenyl-2-carboxylic acid). Run in ClCCl (dichloromethane), CN(C=O)C (dimethylformamide). Yields the product C=1(C(=CC=CC1)C(=O)Cl)C1=CC=CC=C1 (Biphenyl-2-carboxylic acid chloride). As a reaction SMILES: [C:1](Cl)(=O)[C:2]([Cl:4])=[O:3].[C:7]1([C:16]2C=[CH:20][CH:19]=[CH:18][CH:17]=2)[C:8](C(O)=O)=[CH:9][CH:10]=[CH:11][CH:12]=1>ClCCl.CN(C)C=O>[C:16]1([C:7]2[CH:8]=[CH:9][CH:10]=[CH:11][CH:12]=2)[C:1]([C:2]([Cl:4])=[O:3])=[CH:20][CH:19]=[CH:18][CH:17]=1. Procedure details: 1.54 ml (0.018 mol) of oxalyl chloride are added dropwise to a suspension of 3 g (0.015 mol)) of biphenyl-2-carboxylic acid in 100 ml of dichloromethane and 0.3 ml dimethylformamide at 0° C. After the reaction has ended the reaction mixture is concentrated by distillation and the biphenyl-2-carboxylic acid chloride is further reacted as a crude product.